From a dataset of the Open Reaction Database (ORD), a public repository of structured organic reaction records. describe an organic reaction: reactants, conditions, products, and yield The reactants are C(CCC)OC(=O)NC=CC1=CC=C(C=C1)OC(C)=O (p-(2-n-butoxycarbonylaminovinyl)-acetoxybenzene), C[O-].[Na+] (sodium methoxide). The solvent is CO (methanol), CO (methanol). Run at temperature 50 celsius. Yields the product C(CCC)OC(=O)NC=CC1=CC=C(C=C1)O (p-(2-n-butoxycarbonylaminovinyl)-phenol). As a reaction SMILES: [CH2:1]([O:5][C:6]([NH:8][CH:9]=[CH:10][C:11]1[CH:16]=[CH:15][C:14]([O:17]C(=O)C)=[CH:13][CH:12]=1)=[O:7])[CH2:2][CH2:3][CH3:4].C[O-].[Na+]>CO>[CH2:1]([O:5][C:6]([NH:8][CH:9]=[CH:10][C:11]1[CH:16]=[CH:15][C:14]([OH:17])=[CH:13][CH:12]=1)=[O:7])[CH2:2][CH2:3][CH3:4] |f:1.2|. Procedure details: 12.5 g (0.045 mol) of p-(2-n-butoxycarbonylaminovinyl)-acetoxybenzene, after dissolving in 75 ml of absolute methanol, addition of a solution of 2.43 g (0.045 mol) of sodium methoxide in 50 ml of methanol, heating to 50° C. for 15 minutes and subsequent evaporation to dryness in vacuo, yield the crude sodium salt of p-(2-n-butoxycarbonylaminovinyl)-phenol. This is heated to the boil with 45 ml of epichlorohydrin for 24 hours under a reflux condenser, whilst stirring. Thereafter, the excess epich... Starting materials: BrC1=CC=C2NC=C(CCN(C)C)C2=C1 (5-bromo-dimethyltryptamin), [Cu]C#N (copper (I)cyanide), CN1C(CCC1)=O (N-Methylpyrrolidone). Run in N (ammonia). Conditions: temperature 200 celsius. The product is CN(C)CCC1=CNC2=CC=C(C=C12)C#N (N,N-dimethyl 2-(5-cyano-1H-indol-3-yl)ethyl-amine). RXN SMILES: Br[C:2]1[CH:15]=[C:14]2[C:5]([NH:6][CH:7]=[C:8]2[CH2:9][CH2:10][N:11]([CH3:13])[CH3:12])=[CH:4][CH:3]=1.[Cu][C:17]#[N:18].CN1CCCC1=O>N>[CH3:12][N:11]([CH2:10][CH2:9][C:8]1[C:14]2[C:5](=[CH:4][CH:3]=[C:2]([C:17]#[N:18])[CH:15]=2)[NH:6][CH:7]=1)[CH3:13]. Reported procedure: A flask is charged with 5-bromo-dimethyltryptamin (5.34 g, 20 mmol), copper (I)cyanide (2.69 g, 30 mmol), and N-Methylpyrrolidone (20 ml). The mixture is heated at 200° C. for 9 hours under a nitrogen atmosphere and then left stirring over night. The brown mixture is poured on water to give a brown precipitate. This is suspended in ammonia (100 ml 25% solution in water), and the mixture is stirred over night. Extraction with TBME (3*100 ml), and removal of the solvent from the dried (sodium sulf... Starting materials: CCCOc1c(-c2cccc3sc(C(C)=CC(=O)OCC)cc23)cc(C(C)C)cc1C(C)C, C1CCOC1, CO, [Li+], [OH-]. Yields the product CCCOc1c(-c2cccc3sc(C(C)=CC(=O)O)cc23)cc(C(C)C)cc1C(C)C. Reaction SMILES: [CH2:1]([CH3:2])[O:3][C:4]([CH:5]=[C:6]([CH3:7])[c:8]1[cH:9][c:10]2[c:11]([s:12]1)[cH:13][cH:14][cH:15][c:16]2-[c:17]1[c:18]([O:29][CH2:30][CH2:31][CH3:32])[c:19]([CH:26]([CH3:27])[CH3:28])[cH:20][c:21]([CH:23]([CH3:24])[CH3:25])[cH:22]1)=[O:33].[CH2:34]1[O:35][CH2:36][CH2:37][CH2:38]1.[CH3:41][OH:42].[Li+:40].[OH-:39]>>[O:3]=[C:4]([CH:5]=[C:6]([CH3:7])[c:8]1[cH:9][c:10]2[c:11]([s:12]1)[cH:13][cH:14][cH:15][c:16]2-[c:17]1[c:18]([O:29][CH2:30][CH2:31][CH3:32])[c:19]([CH:26]([CH3:27])[CH3:28])[cH:20][c:21]([CH:23]([CH3:24])[CH3:25])[cH:22]1)[OH:33]. As a reaction SMILES: [CH2:1]([c:2]1[cH:3][cH:4][cH:5][cH:6][cH:7]1)[O:8][C:9]([N:10]([CH2:11][c:12]1[cH:13][cH:14][c:15]([N+:18]([O-:19])=[O:20])[cH:16][cH:17]1)[CH:21]1[CH2:22][CH2:23][CH2:24][CH2:25][CH2:26]1)=[O:27].[CH2:28]1[O:29][CH2:30][CH2:31][CH2:32]1.[CH3:36][OH:37].[Cl-:44].[Cl-:45].[Cl-:46].[Fe+3:47].[NH2:34][NH2:35].[OH2:33].[OH2:38].[OH2:39].[OH2:40].[OH2:41].[OH2:42].[OH2:43]>>[CH2:1]([c:2]1[cH:3][cH:4][cH:5][cH:6][cH:7]1)[O:8][C:9]([N:10]([CH2:11][c:12]1[cH:13][cH:14][c:15]([NH2:18])[cH:16][cH:17]1)[CH:21]1[CH2:22][CH2:23][CH2:24][CH2:25][CH2:26]1)=[O:27]. The product is Nc1ccc(CN(C(=O)OCc2ccccc2)C2CCCCC2)cc1. The reactants are O=C(OCc1ccccc1)N(Cc1ccc([N+](=O)[O-])cc1)C1CCCCC1, C1CCOC1, CO, [Cl-], [Cl-], [Cl-], [Fe+3], NN, O, O, O, O, O, O, O. Reactants: ClC1=CC=C(C=C1)B(O)O (p-chlorobenzeneboronic acid), BrC1=CC=2N=CN=C(C2S1)NC=1C=C2C=CNC2=CC1 ((6-bromo-thieno[3,2-d]pyrimidin-4-yl)-(1H-indol-5-yl)-amine). Product: ClC1=CC=C(C=C1)C1=CC=2N=CN=C(C2S1)NC=1C=C2C=CNC2=CC1 ([6-(4-Chloro-phenyl)-thieno[3,2-d]pyrimidin-4-yl]-(1H-indol-5-yl)-amine). As a reaction SMILES: [Cl:1][C:2]1[CH:7]=[CH:6][C:5](B(O)O)=[CH:4][CH:3]=1.Br[C:12]1[S:20][C:19]2[C:18]([NH:21][C:22]3[CH:23]=[C:24]4[C:28](=[CH:29][CH:30]=3)[NH:27][CH:26]=[CH:25]4)=[N:17][CH:16]=[N:15][C:14]=2[CH:13]=1>>[Cl:1][C:2]1[CH:7]=[CH:6][C:5]([C:12]2[S:20][C:19]3[C:18]([NH:21][C:22]4[CH:23]=[C:24]5[C:28](=[CH:29][CH:30]=4)[NH:27][CH:26]=[CH:25]5)=[N:17][CH:16]=[N:15][C:14]=3[CH:13]=2)=[CH:4][CH:3]=1. Reported procedure: The title compound was prepared from p-chlorobenzeneboronic acid and (6-bromo-thieno[3,2-d]pyrimidin-4-yl)-(1H-indol-5-yl)-amine by a procedure analogous to example 2. 1H NMR (400 MHz, DMSO) d 11.4 (s, 1H), 8.86 (s, 1H), 7.58 (m, 9H), 7.21 (d, 1H), 6.50 (s, 1H). M.P. 190-210° C.; LC-MS: 377 (MH+); HPLC RT: 5.32 minutes.